Dataset: the Open Reaction Database (ORD), a public repository of structured organic reaction records. Task: describe an organic reaction: reactants, conditions, products, and yield Reactants: C1(=CC=C(C=C1)C1(CC1)C(=O)O)C1=CC=CC=C1 (1-(Biphenyl-4-yl)cyclopropanecarboxylic acid), S(=O)(Cl)Cl (thionyl chloride), C(C)(C)O (isopropanol), S(O)(O)(=O)=O (Sulfuric acid). Run at temperature 65 celsius. The product is C(C)(C)OC(=O)C1(CC1)C1=CC=C(C=C1)C1=CC=CC=C1 (1-(Biphenyl-4-yl)cyclopropanecarboxylic acid isopropyl ester). Reaction SMILES: [C:1]1([C:13]2[CH:18]=[CH:17][CH:16]=[CH:15][CH:14]=2)[CH:6]=[CH:5][C:4]([C:7]2([C:10]([OH:12])=[O:11])[CH2:9][CH2:8]2)=[CH:3][CH:2]=1.S(Cl)(Cl)=O.S(=O)(=O)(O)O.[CH:28](O)([CH3:30])[CH3:29]>>[CH:28]([O:11][C:10]([C:7]1([C:4]2[CH:5]=[CH:6][C:1]([C:13]3[CH:14]=[CH:15][CH:16]=[CH:17][CH:18]=3)=[CH:2][CH:3]=2)[CH2:9][CH2:8]1)=[O:12])([CH3:30])[CH3:29]. Procedure: 1-(Biphenyl-4-yl)cyclopropanecarboxylic acid (10 g, 42 mmol), isopropanol (100 mL), thionyl chloride (6.8 mL, 92 mmol) were heated to 65° C. for 4 hours. Sulfuric acid (20 mL) was added and heated at 65° C. overnight. The product is extracted with CH2Cl2 and water (2×) dried and evaporated to yield 10.8 g of the title compound. Starting materials: [Cl-].ClCC[NH+]1CCCC1 (1-(2-chloro-ethyl)-pyrrolidinium chloride), ice water, FC(C=1N=C(NC1)C1CCN(CC1)C(=O)OC(C)(C)C)(F)F (tert-butyl 4-(4-(trifluoromethyl)-1H-imidazol-2-yl)piperidine-1-carboxylate), [OH-].[K+] (potassium hydroxide), FC(C=1N=C(N(C1)CCN1CCCC1)C1CCN(CC1)C(=O)OC(C)(C)C)(F)F (tert-butyl 4-(4-(trifluoromethyl)-1-(2-pyrrolidin-1-ylethyl)-1H-imidazol-2-yl)piperidine-1-carboxylate), FC(C1=CN=C(N1CCN1CCCC1)C1CCN(CC1)C(=O)OC(C)(C)C)(F)F (tert-butyl 4-(5-(trifluoromethyl)-1-(2-pyrrolidin-1-ylethyl)-1H-imidazol-2-yl)piperidine-1-carboxylate), C(CCC(=O)O)(=O)O (butanedioic acid). Run in C(C)(C)O (isopropyl alcohol), CS(=O)C (dimethyl sulfoxide), C(C)(C)O (isopropyl alcohol). Run at temperature 50 celsius, time 8 hour. Yields the product C(CCC(=O)O)(=O)O.FC(C=1N=C(N(C1)CCN1CCCC1)C1CCN(CC1)C(=O)OC(C)(C)C)(F)F (tert-Butyl 4-(4-(trifluoromethyl)-1-(2-pyrrolidin-1-ylethyl)-1H-imidazol-2-yl)piperidine-1-carboxylate succinate). Yield: 79.2%. RXN SMILES: [Cl-].ClCC[NH+]1CCCC1.FC(F)(F)C1N=C(C2CCN(C(OC(C)(C)C)=O)CC2)NC=1.[OH-].[K+].[F:34][C:35]([F:62])([F:61])[C:36]1[N:37]=[C:38]([CH:48]2[CH2:53][CH2:52][N:51]([C:54]([O:56][C:57]([CH3:60])([CH3:59])[CH3:58])=[O:55])[CH2:50][CH2:49]2)[N:39]([CH2:41][CH2:42][N:43]2[CH2:47][CH2:46][CH2:45][CH2:44]2)[CH:40]=1.FC(F)(F)C1N(CCN2CCCC2)C(C2CCN(C(OC(C)(C)C)=O)CC2)=NC=1.[C:92]([OH:99])(=[O:98])[CH2:93][CH2:94][C:95]([OH:97])=[O:96]>CS(C)=O.C(O)(C)C>[C:92]([OH:99])(=[O:98])[CH2:93][CH2:94][C:95]([OH:97])=[O:96].[F:62][C:35]([F:34])([F:61])[C:36]1[N:37]=[C:38]([CH:48]2[CH2:49][CH2:50][N:51]([C:54]([O:56][C:57]([CH3:58])([CH3:59])[CH3:60])=[O:55])[CH2:52][CH2:53]2)[N:39]([CH2:41][CH2:42][N:43]2[CH2:47][CH2:46][CH2:45][CH2:44]2)[CH:40]=1 |f:0.1,3.4,10.11|. Procedure: Add 1-(2-chloro-ethyl)-pyrrolidinium chloride (73.50 g, 1.15 eq) to a mixture of tert-butyl 4-(4-(trifluoromethyl)-1H-imidazol-2-yl)piperidine-1-carboxylate (120.00 g, 375.79 mmol) and potassium hydroxide (54.82 g, 2.60 eq) in dimethyl sulfoxide (1.1 L). Stir the resulting suspension at 50° C. overnight. Cool the reaction mixture to room temperature and add ice/water (1.50 l). Extract with ethyl acetate (3×500 mL). Wash the organics with water (2×300 mL) and saturated aqueous sodium chloride (30... Starting materials: C#CC(O)c1ccc(F)cc1, O=c1[nH]c2ccccc2n1C1CCNCC1, C1COCCO1, O, O, O, O, O, O, O=S(=O)(O)O. The product is O=c1[nH]c2ccccc2n1C1CCN(CC#CC(O)c2ccc(F)cc2)CC1. Reaction SMILES: [F:17][c:18]1[cH:19][cH:20][c:21]([CH:24]([C:25]#[CH:26])[OH:27])[cH:22][cH:23]1.[O:1]=[c:2]1[nH:3][c:4]2[c:5]([n:6]1[CH:7]1[CH2:8][CH2:9][NH:10][CH2:11][CH2:12]1)[cH:13][cH:14][cH:15][cH:16]2.[O:38]1[CH2:39][CH2:43][O:42][CH2:41][CH2:40]1.[OH2:28].[OH2:29].[OH2:30].[OH2:31].[OH2:32].[OH2:44].[S:33]([OH:34])([OH:35])(=[O:36])=[O:37]>>[O:1]=[c:2]1[nH:3][c:4]2[c:5]([n:6]1[CH:7]1[CH2:8][CH2:9][N:10]([CH2:39][C:26]#[C:25][CH:24]([c:21]3[cH:20][cH:19][c:18]([F:17])[cH:23][cH:22]3)[OH:27])[CH2:11][CH2:12]1)[cH:13][cH:14][cH:15][cH:16]2. Reactants: C([O-])([O-])=O.[K+].[K+] (potassium carbonate), CI (methyl iodide), OC1=C2C(=C3NC4=CC=CC=C4SC3=C1)C=CC=C2 (5-hydroxy-12H-benzo[a]phenothiazine), CI (methyl iodide), C([O-])([O-])=O.[K+].[K+] (potassium carbonate). Run in C(C)(=O)OCC (ethyl acetate), CN(C=O)C (DMF). Conditions: time 15 minute. Product: COC1=C2C(=C3NC4=CC=CC=C4SC3=C1)C=CC=C2 (5-Methoxy-12H-benzo[a]phenothiazine). Yield: 47.7%. As a reaction SMILES: [OH:1][C:2]1[CH:15]=[C:14]2[C:5]([NH:6][C:7]3[C:12]([S:13]2)=[CH:11][CH:10]=[CH:9][CH:8]=3)=[C:4]2[CH:16]=[CH:17][CH:18]=[CH:19][C:3]=12.CI.[C:22](=O)([O-])[O-].[K+].[K+]>CN(C)C=O.C(OCC)(=O)C>[CH3:22][O:1][C:2]1[CH:15]=[C:14]2[C:5]([NH:6][C:7]3[C:12]([S:13]2)=[CH:11][CH:10]=[CH:9][CH:8]=3)=[C:4]2[CH:16]=[CH:17][CH:18]=[CH:19][C:3]=12 |f:2.3.4|. Procedure details: To a solution of 5-hydroxy-12H-benzo[a]phenothiazine (2.65 g) and methyl iodide (2.5 ml) in DMF (dimethylformamide) (10 ml) there was added powdered potassium carbonate (2.0 g). The mixture was stirred at room temperature and after 15 minutes, another addition of potassium carbonate (2.0 g) and methyl iodide (2.0 ml) was done. The mixture was stirred for a further 20 minutes, then it was diluted with ethyl acetate (100 ml and washed with water (60 ml) twice, dried and evaporated down. The residu... Starting materials: [Br-], [Mg+]C1CC1, CC(C)(C)S(=O)N=CC1CC1, [Cl-], ClCCl, [NH4+]. The product is CC(C)(C)S(=O)NC(C1CC1)C1CC1. RXN SMILES: [Br-:12].[CH:13]1([Mg+:16])[CH2:14][CH2:15]1.[CH:1]1([CH:4]=[N:5][S:6](=[O:7])[C:8]([CH3:9])([CH3:10])[CH3:11])[CH2:2][CH2:3]1.[Cl-:17].[Cl:19][CH2:20][Cl:21].[NH4+:18]>>[CH:1]1([CH:4]([NH:5][S:6](=[O:7])[C:8]([CH3:9])([CH3:10])[CH3:11])[CH:13]2[CH2:14][CH2:15]2)[CH2:2][CH2:3]1. RXN SMILES: [CH3:26][O:27][c:28]1[cH:29][c:30]([NH2:31])[cH:32][c:33]([O:37][CH3:38])[c:34]1[O:35][CH3:36].[CH3:39][C:40](=[O:41])[OH:42].[Cl:1][c:2]1[c:3](-[c:9]2[cH:10][c:11]3[c:12]([n:13][c:14]([S:17]([CH3:18])(=[O:19])=[O:20])[n:15][cH:16]3)[n:21]([CH2:24][CH3:25])[c:22]2=[O:23])[c:4]([Cl:8])[cH:5][cH:6][cH:7]1.[OH2:43]>>[Cl:1][c:2]1[c:3](-[c:9]2[cH:10][c:11]3[c:12]([n:13][c:14]([NH:31][c:30]4[cH:29][c:28]([O:27][CH3:26])[c:34]([O:35][CH3:36])[c:33]([O:37][CH3:38])[cH:32]4)[n:15][cH:16]3)[n:21]([CH2:24][CH3:25])[c:22]2=[O:23])[c:4]([Cl:8])[cH:5][cH:6][cH:7]1. Starting materials: COc1cc(N)cc(OC)c1OC, CC(=O)O, CCn1c(=O)c(-c2c(Cl)cccc2Cl)cc2cnc(S(C)(=O)=O)nc21, O. Yields the product CCn1c(=O)c(-c2c(Cl)cccc2Cl)cc2cnc(Nc3cc(OC)c(OC)c(OC)c3)nc21. Starting materials: O=CO, COc1cc(Cc2cnc(N)nc2N)c2cc(CCl)oc2c1OC, [H-], CC(=O)Nc1ccc(S)cc1, [Na+]. The product is COc1cc(Cc2cnc(N)nc2N)c2cc(CSc3ccc(NC(C)=O)cc3)oc2c1OC. As a reaction SMILES: [CH:38]([OH:39])=[O:40].[Cl:1][CH2:2][c:3]1[o:4][c:5]2[c:6]([cH:7]1)[c:8]([CH2:16][c:17]1[c:18]([NH2:24])[n:19][c:20]([NH2:23])[n:21][cH:22]1)[cH:9][c:10]([O:14][CH3:15])[c:11]2[O:12][CH3:13].[H-:26].[NH:27]([C:28](=[O:29])[CH3:30])[c:31]1[cH:32][cH:33][c:34]([SH:37])[cH:35][cH:36]1.[Na+:25]>>[CH2:2]([c:3]1[o:4][c:5]2[c:6]([cH:7]1)[c:8]([CH2:16][c:17]1[c:18]([NH2:24])[n:19][c:20]([NH2:23])[n:21][cH:22]1)[cH:9][c:10]([O:14][CH3:15])[c:11]2[O:12][CH3:13])[S:37][c:34]1[cH:33][cH:32][c:31]([NH:27][C:28](=[O:29])[CH3:30])[cH:36][cH:35]1. Starting materials: C1CCOC1, COCC(C)Oc1cc(Oc2ccc(-c3nnc(C)o3)cc2)cc(C(=O)OC)c1, CO, [Na+], [OH-], O. The product is COCC(C)Oc1cc(Oc2ccc(-c3nnc(C)o3)cc2)cc(C(=O)O)c1. As a reaction SMILES: [CH2:32]1[O:33][CH2:34][CH2:35][CH2:36]1.[CH3:1][O:2][CH2:3][CH:4]([CH3:5])[O:6][c:7]1[cH:8][c:9]([C:10](=[O:11])[O:12][CH3:13])[cH:14][c:15]([O:17][c:18]2[cH:19][cH:20][c:21](-[c:24]3[o:25][c:26]([CH3:29])[n:27][n:28]3)[cH:22][cH:23]2)[cH:16]1.[CH3:37][OH:38].[Na+:31].[OH-:30].[OH2:39]>>[CH3:1][O:2][CH2:3][CH:4]([CH3:5])[O:6][c:7]1[cH:8][c:9]([C:10](=[O:11])[OH:12])[cH:14][c:15]([O:17][c:18]2[cH:19][cH:20][c:21](-[c:24]3[o:25][c:26]([CH3:29])[n:27][n:28]3)[cH:22][cH:23]2)[cH:16]1.